Dataset: the Open Reaction Database (ORD), a public repository of structured organic reaction records. Task: describe an organic reaction: reactants, conditions, products, and yield The reactants are CCO, CCOC(=O)C1C2CCC(CC2O)N1C(C)c1ccccc1. Product: CCOC(=O)C1NC2CCC1C(O)C2. As a reaction SMILES: [CH3:23][CH2:24][OH:25].[OH:1][CH:2]1[CH:3]2[CH:4]([C:18](=[O:19])[O:20][CH2:21][CH3:22])[N:5]([CH:10]([c:11]3[cH:12][cH:13][cH:14][cH:15][cH:16]3)[CH3:17])[CH:6]([CH2:7]1)[CH2:8][CH2:9]2>>[OH:1][CH:2]1[CH:3]2[CH:4]([C:18](=[O:19])[O:20][CH2:21][CH3:22])[NH:5][CH:6]([CH2:7]1)[CH2:8][CH2:9]2. Reactants: C(C)OC(=O)C1=CN=C(S1)Cl (2-chloro-thiazole-5-carboxylic acid ethyl ester), NC1CCOCC1 (4-aminotetrahydropyran). Yields the product O1CCC(CC1)NC(=O)C1=CN=C(S1)Cl (2-Chloro-thiazole-5-carboxylic acid (tetrahydro-pyran-4-yl)-amide). Isolated yield 73.0%. Reaction SMILES: C(O[C:4]([C:6]1[S:10][C:9]([Cl:11])=[N:8][CH:7]=1)=[O:5])C.[NH2:12][CH:13]1[CH2:18][CH2:17][O:16][CH2:15][CH2:14]1>>[O:16]1[CH2:17][CH2:18][CH:13]([NH:12][C:4]([C:6]2[S:10][C:9]([Cl:11])=[N:8][CH:7]=2)=[O:5])[CH2:14][CH2:15]1. Procedure: As described for example 135a, 2-chloro-thiazole-5-carboxylic acid ethyl ester (500 mg, 2.6 mmol) was converted, using 4-aminotetrahydropyran instead of isopropylamine, to the title compound (471 mg, 73%) which was obtained as a white solid after purification by chromatography (silica, 0 to 3% methanol in dichloromethane). MS: m/e=247.3 [M+H]+. The reactants are [OH-].[Na+] (sodium hydroxide), C(C)OC(=O)C=1C=NNC1C (5-methyl-1H-pyrazole-4-carboxylic acid ethyl ester), resultant mixture. The solvent is CCO (EtOH). Conditions: temperature 80 celsius. Product: CC1=C(C=NN1)C(=O)O (5-methyl-1H-pyrazole-4-carboxylic acid). Yield: 74.9%. RXN SMILES: C([O:3][C:4]([C:6]1[CH:7]=[N:8][NH:9][C:10]=1[CH3:11])=[O:5])C.[OH-].[Na+]>CCO>[CH3:11][C:10]1[NH:9][N:8]=[CH:7][C:6]=1[C:4]([OH:5])=[O:3] |f:1.2|. Procedure details: A portion of the 5-methyl-1H-pyrazole-4-carboxylic acid ethyl ester (2.7 g, 18 mmol) is dissolved in EtOH (15 mL) and treated with aqueous sodium hydroxide solution (2.0 N solution, 20 mL, 40 mmol). The reaction is heated at 80° C. for 4 hours. The resultant mixture is then cooled and concentrated in vacuo to remove most of the EtOH. The crude is then acidified with 6N HCl until a precipitate is formed and filtered to afford 5-methyl-1H-pyrazole-4-carboxylic acid as a colorless solid (1.7 g, 74%...